From a dataset of the Open Reaction Database (ORD), a public repository of structured organic reaction records. describe an organic reaction: reactants, conditions, products, and yield The reactants are CCSC1=C(Cl)CC2C3CCC4=CC(=O)C=CC4(C)C3(F)C(O)CC12C, O=C(OO)c1cccc(Cl)c1, ClCCl. Yields the product CCS(=O)C1=C(Cl)CC2C3CCC4=CC(=O)C=CC4(C)C3(F)C(O)CC12C. As a reaction SMILES: [Cl:1][C:2]1=[C:3]([S:24][CH2:25][CH3:26])[C:4]2([CH3:5])[CH:6]([CH2:7]1)[CH:8]1[CH2:9][CH2:10][C:11]3=[CH:12][C:13](=[O:23])[CH:14]=[CH:15][C:16]3([CH3:17])[C:18]1([F:22])[CH:19]([OH:21])[CH2:20]2.[Cl:27][c:28]1[cH:29][cH:30][cH:31][c:32]([C:33]([O:34][OH:36])=[O:35])[cH:37]1.[Cl:38][CH2:39][Cl:40]>>[Cl:1][C:2]1=[C:3]([S:24]([CH2:25][CH3:26])=[O:35])[C:4]2([CH3:5])[CH:6]([CH2:7]1)[CH:8]1[CH2:9][CH2:10][C:11]3=[CH:12][C:13](=[O:23])[CH:14]=[CH:15][C:16]3([CH3:17])[C:18]1([F:22])[CH:19]([OH:21])[CH2:20]2.